From a dataset of the Open Reaction Database (ORD), a public repository of structured organic reaction records. describe an organic reaction: reactants, conditions, products, and yield Starting materials: FC1=CC=C(C(=O)C=2C=CC=C3C(C(NC23)=O)SC)C=C1 (7-(4-fluorobenzoyl)-3-methylthioindolin-2-one), [Sn] (tin), Cl (hydrochloric acid). Solvent: C(C)O (ethanol). The product is FC1=CC=C(C(=O)C=2C=CC=C3CC(NC23)=O)C=C1 (7-(4-Fluorobenzoyl)indolin-2-one). Reaction SMILES: [F:1][C:2]1[CH:21]=[CH:20][C:5]([C:6]([C:8]2[CH:9]=[CH:10][CH:11]=[C:12]3[C:16]=2[NH:15][C:14](=[O:17])[CH:13]3SC)=[O:7])=[CH:4][CH:3]=1.[Sn].Cl>C(O)C>[F:1][C:2]1[CH:3]=[CH:4][C:5]([C:6]([C:8]2[CH:9]=[CH:10][CH:11]=[C:12]3[C:16]=2[NH:15][C:14](=[O:17])[CH2:13]3)=[O:7])=[CH:20][CH:21]=1 |^3:21|. Reported procedure: A mixture of 40.0 g (0.133 mole) of 7-(4-fluorobenzoyl)-3-methylthioindolin-2-one and 40.0 g (0.34 mole) of tin powder in one liter of 95% ethanol was heated to reflux and 100 ml of concentrated hydrochloric acid was added. The mixture was heated for 6 hrs, then filtered while hot. The filtrate was cooled and the precipitate was collected and recrystallized from isopropyl alcohol to yield 24.5 g (72%) as off-white needles, m.p. 185°-187.0° C. Starting materials: CN1N=C(N=C1NCCCOC1=CC(=CC=C1)CN1CCCCC1)CSC (1-methyl-3-methylthiomethyl-N-[3-[3-(1-piperidinylmethyl)phenoxy]propyl]-1H-1,2,4-triazole-5-amine), C(C)(=O)[O-].[Na+] (sodium acetate), C(C)(=O)OO (Peracetic acid), solution, ice, S(=O)([O-])[O-].[Na+].[Na+] (sodium sulphite). The solvent is C(C)(=O)O (acetic acid), C(C)(=O)O (acetic acid). Reaction conditions: time 18 hour. Yields the product CN1N=C(N=C1NCCCOC1=CC(=CC=C1)CN1CCCCC1)CS(=O)(=O)C (1-Methyl-3-methylsulphonylmethyl-N-[3-[3-(1-piperidinylmethyl)phenoxy]propyl]-1H-1,2,4-triazole-5-amine). RXN SMILES: [C:1](OO)(=O)C.[CH3:6][N:7]1[C:11]([NH:12][CH2:13][CH2:14][CH2:15][O:16][C:17]2[CH:22]=[CH:21][CH:20]=[C:19]([CH2:23][N:24]3[CH2:29][CH2:28][CH2:27][CH2:26][CH2:25]3)[CH:18]=2)=[N:10][C:9]([CH2:30]SC)=[N:8]1.C([O-])(=O)C.[Na+].[S:38]([O-:41])([O-])=[O:39].[Na+].[Na+]>C(O)(=O)C>[CH3:6][N:7]1[C:11]([NH:12][CH2:13][CH2:14][CH2:15][O:16][C:17]2[CH:22]=[CH:21][CH:20]=[C:19]([CH2:23][N:24]3[CH2:29][CH2:28][CH2:27][CH2:26][CH2:25]3)[CH:18]=2)=[N:10][C:9]([CH2:30][S:38]([CH3:1])(=[O:41])=[O:39])=[N:8]1 |f:2.3,4.5.6|. Reported procedure: Peracetic acid (1.05 ml of a 6.1M solution) in acetic acid (7 ml) was added to an ice-cooled solution of 1-methyl-3-methylthiomethyl-N-[3-[3-(1-piperidinylmethyl)phenoxy]propyl]-1H-1,2,4-triazole-5-amine (0.82 g) in acetic acid (10 ml) with sodium acetate (0.52 g). The mixture was stirred at room temperature for 18 h, sodium sulphite (1.25 g) added and the mixture evaporated to dryness. The residue was basified to pH 8 with sodium bicarbonate solution, washed with ethyl acetate, basified to pH 1...